Dataset: the Open Reaction Database (ORD), a public repository of structured organic reaction records. Task: describe an organic reaction: reactants, conditions, products, and yield Reactants: BrC1=Cc2ccccc2Cc2ccccc21, C#C[Si](C)(C)C, CC(C)NC(C)C, c1ccc(P(c2ccccc2)c2ccccc2)cc1. Yields the product C[Si](C)(C)C#CC1=Cc2ccccc2Cc2ccccc21. Reaction SMILES: [Br:1][C:2]1=[CH:3][c:4]2[c:5]([cH:13][cH:14][cH:15][cH:16]2)[CH2:6][c:7]2[c:8]1[cH:9][cH:10][cH:11][cH:12]2.[CH3:36][Si:37]([CH3:38])([CH3:39])[C:40]#[CH:41].[CH:42]([NH:43][CH:44]([CH3:45])[CH3:46])([CH3:47])[CH3:48].[c:17]1([P:18]([c:19]2[cH:20][cH:21][cH:22][cH:23][cH:24]2)[c:25]2[cH:26][cH:27][cH:28][cH:29][cH:30]2)[cH:31][cH:32][cH:33][cH:34][cH:35]1>>[C:2]1([C:41]#[C:40][Si:37]([CH3:36])([CH3:38])[CH3:39])=[CH:3][c:4]2[c:5]([cH:13][cH:14][cH:15][cH:16]2)[CH2:6][c:7]2[c:8]1[cH:9][cH:10][cH:11][cH:12]2. Starting materials: C(C)(=O)O[BH-](OC(C)=O)OC(C)=O.[Na+] (Sodium triacetoxyborohydride), Cl.O1CCC2=C1C=CC(=C2)C[C@H](C)N[C@@H](C)C2=CC=CC=C2 ((S,S)-N-[2-(2,3-dihydrobenzofuran-5-yl)-1-methylethyl]-1-phenylethylamine hydrochloride), C([O-])([O-])=O.[Na+].[Na+] (sodium carbonate), C(C)=O (acetaldehyde). Run in ClC(C)Cl (dichloroethane), C(C)N(CC)CC (triethylamine). Reaction conditions: time 5 minute. The product is O1CCC2=C1C=CC(=C2)C[C@H](C)N(CC)[C@@H](C)C2=CC=CC=C2 ((S,S)-N-[2-(2,3-dihydrobenzofuran-5-yl)-1-methylethyl]-N-ethyl-(1-phenylethyl)amine). Yield: 92.9%. RXN SMILES: [C:1](O[BH-](OC(=O)C)OC(=O)C)(=O)[CH3:2].[Na+].Cl.[O:16]1[C:20]2[CH:21]=[CH:22][C:23]([CH2:25][C@@H:26]([NH:28][C@H:29]([C:31]3[CH:36]=[CH:35][CH:34]=[CH:33][CH:32]=3)[CH3:30])[CH3:27])=[CH:24][C:19]=2[CH2:18][CH2:17]1.C(=O)C.C(=O)([O-])[O-].[Na+].[Na+]>ClC(Cl)C.C(N(CC)CC)C>[O:16]1[C:20]2[CH:21]=[CH:22][C:23]([CH2:25][C@@H:26]([N:28]([C@H:29]([C:31]3[CH:32]=[CH:33][CH:34]=[CH:35][CH:36]=3)[CH3:30])[CH2:1][CH3:2])[CH3:27])=[CH:24][C:19]=2[CH2:18][CH2:17]1 |f:0.1,2.3,5.6.7|. Procedure details: Sodium triacetoxyborohydride (26 grams, 0.123 mole) was added to a suspension of (S,S)-N-[2-(2,3-dihydrobenzofuran-5-yl)-1-methylethyl]-1-phenylethylamine hydrochloride (26 grams, 0.08 mole) in dichloroethane (300 ml) and triethylamine (11.5 ml). After stirring for 5 minutes, acetaldehyde (4.8 ml, 0.086 mole) was added and the mixture was stirred for another 2 hours. Aqueous 5% sodium carbonate (400 ml) was added and the mixture was extracted with methylene chloride. Evaporation of the solvent g... Reactants: BrCCBr (1,2-dibromoethane), C(=O)(OC(C)(C)C)C1=CC=C(C=C1)C#CC1=CC=C(C=C1)\C=C\C1=CC=C(C=C1)C(=O)OC(C)(C)C (E-4-(carbo-tert.-butoxy)-4'-(4-carbo-tert.-butoxy-styryl)-tolan), CuBr, [Li+].[Br-] (LiBr). Reagents/catalysts: [Zn] (zinc). The solvent is C(C)(C)(C)O (tert.-butanol), C1CCOC1 (THF), C(C)(C)(C)O (tert.-butanol), C1CCOC1 (THF). Yields the product C(=O)(OC(C)(C)C)C1=CC=C(/C=C/C2=CC=C(C=C2)\C=C/C2=CC=C(C=C2)C(=O)OC(C)(C)C)C=C1 (Z,E-1,4-Bis-(4-carbo-tert.-butoxystyryl)-benzene). As a reaction SMILES: BrCCBr.[Li+].[Br-].[C:7]([C:14]1[CH:19]=[CH:18][C:17]([C:20]#[C:21][C:22]2[CH:27]=[CH:26][C:25](/[CH:28]=[CH:29]/[C:30]3[CH:35]=[CH:34][C:33]([C:36]([O:38][C:39]([CH3:42])([CH3:41])[CH3:40])=[O:37])=[CH:32][CH:31]=3)=[CH:24][CH:23]=2)=[CH:16][CH:15]=1)([O:9][C:10]([CH3:13])([CH3:12])[CH3:11])=[O:8]>C(O)(C)(C)C.C1COCC1.[Zn]>[C:36]([C:33]1[CH:34]=[CH:35][C:30](/[CH:29]=[CH:28]/[C:25]2[CH:26]=[CH:27][C:22](/[CH:21]=[CH:20]\[C:17]3[CH:16]=[CH:15][C:14]([C:7]([O:9][C:10]([CH3:13])([CH3:12])[CH3:11])=[O:8])=[CH:19][CH:18]=3)=[CH:23][CH:24]=2)=[CH:31][CH:32]=1)([O:38][C:39]([CH3:42])([CH3:41])[CH3:40])=[O:37] |f:1.2|. Reported procedure: 272 g of zinc dust in 270 ml of tert.-butanol are boiled with 24.9 ml of 1,2-dibromoethane until evolution of gas ceases. 55.5 g of CuBr and 66.9 g of LiBr in 200 ml of THF are then carefully added at 50° C. When the exothermic reaction has died down, 272 g of E-4-(carbo-tert.-butoxy)-4'-(4-carbo-tert.-butoxy-styryl)-tolan in 1.7 l of THF and 560 ml of tert.-butanol are added and the reaction mixture is heated under reflux for 4 days. The resulting reaction mixture is then evaporated to dryness,... Reactants: C(C)C=1C=CC2=C(C=CC3=C(N=C(S3)C)C2C=2C(NC(N(C2)C)=O)=O)C1 ((±)-5-[7-Ethyl-2-methyl-4H-benzo[5,6]cyclohepta[1,2-d]thiazol-4-yl]-1-methyl-2,4(1H,3H)-pyrimidinedione), COC=1C=CC(=CC1)P2(=S)SP(=S)(S2)C=3C=CC(=CC3)OC (Lawesson's reagent). Solvent: O1CCOCC1 (1,4-dioxane). Yields the product CN1C(NC(C(=C1)C1C2=C(C=CC3=C1N=C(S3)C)C=C(C=C2)CC)=S)=O ((±)-1-Methyl-5-(2-methyl-7-ethyl-4H-benzo[5,6]cyclohepta[1,2-d]thiazol-4-yl)-3,4-dihydro-4-thioxo-2-(1H)-pyrimidinone). As a reaction SMILES: [CH2:1]([C:3]1[CH:4]=[CH:5][C:6]2[CH:16]([C:17]3[C:18](=O)[NH:19][C:20](=[O:24])[N:21]([CH3:23])[CH:22]=3)[C:11]3[N:12]=[C:13]([CH3:15])[S:14][C:10]=3[CH:9]=[CH:8][C:7]=2[CH:26]=1)[CH3:2].COC1C=CC(P2(SP(C3C=CC(OC)=CC=3)(=S)S2)=[S:36])=CC=1>O1CCOCC1>[CH3:23][N:21]1[CH:22]=[C:17]([CH:16]2[C:11]3[N:12]=[C:13]([CH3:15])[S:14][C:10]=3[CH:9]=[CH:8][C:7]3[CH:26]=[C:3]([CH2:1][CH3:2])[CH:4]=[CH:5][C:6]2=3)[C:18](=[S:36])[NH:19][C:20]1=[O:24]. Procedure: A mixture of the product of step (xii) (0.070 g) and Lawesson's reagent (0.077 g) in 1,4-dioxane (5 ml) was heated at reflux for 16 hours. The solvent was evaporated under reduced pressure. Purification was by chromatography eluting with 2% ethanol in dichloromethane to give the title compound. Starting materials: CC(C)(C(=O)O)O/N=C(/C1=CSC(=N1)N)\C(=O)N[C@H]2[C@@H]3N(C2=O)C(=C(CS3)C[N+]=4C=CC=CC4)C(=O)[O-] (ceftazidime). The solvent is C(=O)O (formic acid). Run at temperature 5 celsius. The product is CC(C)(C(=O)O)O/N=C(\C1=CSC(=N1)N)/C(=O)N[C@H]2[C@@H]3N(C2=O)C(=C(CS3)C[N+]4=CC=CC=C4)C(=O)[O-].O.O.O.O.O (ceftazidime pentahydrate). Reaction SMILES: [CH3:1][C:2]([O:7]/[N:8]=[C:9](\[C:16]([NH:18][C@@H:19]1[C:22](=[O:23])[N:21]2[C:24]([C:35]([O-:37])=[O:36])=[C:25]([CH2:28][N+:29]3[CH:30]=[CH:31][CH:32]=[CH:33][CH:34]=3)[CH2:26][S:27][C@H:20]12)=[O:17])/[C:10]1[N:14]=[C:13]([NH2:15])[S:12][CH:11]=1)([C:4]([OH:6])=[O:5])[CH3:3]>C(O)=O>[CH3:3][C:2]([O:7]/[N:8]=[C:9](/[C:16]([NH:18][C@@H:19]1[C:22](=[O:23])[N:21]2[C:24]([C:35]([O-:37])=[O:36])=[C:25]([CH2:28][N+:29]3[CH:30]=[CH:31][CH:32]=[CH:33][CH:34]=3)[CH2:26][S:27][C@H:20]12)=[O:17])\[C:10]1[N:14]=[C:13]([NH2:15])[S:12][CH:11]=1)([C:4]([OH:6])=[O:5])[CH3:1].[OH2:5].[OH2:5].[OH2:5].[OH2:5].[OH2:5] |f:2.3.4.5.6.7|. Reported procedure: A second 128 ml aliquot of the ceftazidime solution prepared as described above was cooled and maintained at 5° C., while the pH was adjusted from 5.8 to 3.6 with 10.5 ml of 5.9M formic acid. The stirred solution was seeded with ceftazidime pentahydrate crystals and crystallization commenced. After 5 hours the crystals were harvested by filtration, washed with 150 ml of chilled water and 100 ml of chilled acetone and air dried to give 20.8 g of ceftazidime pentahydrate. The material assayed as f...